From a dataset of the Open Reaction Database (ORD), a public repository of structured organic reaction records. describe an organic reaction: reactants, conditions, products, and yield Reactants: COc1ccc(-c2cc3cc(OC)cc(CBr)c3o2)cc1, CN(C)C=O, N#C[K], O. Product: COc1ccc(-c2cc3cc(OC)cc(CC#N)c3o2)cc1. RXN SMILES: [Br:1][CH2:2][c:3]1[cH:4][c:5]([O:20][CH3:21])[cH:6][c:7]2[cH:8][c:9](-[c:12]3[cH:13][cH:14][c:15]([O:18][CH3:19])[cH:16][cH:17]3)[o:10][c:11]12.[CH3:26][N:27]([CH3:28])[CH:29]=[O:30].[K:22][C:23]#[N:24].[OH2:25]>>[CH2:2]([c:3]1[cH:4][c:5]([O:20][CH3:21])[cH:6][c:7]2[cH:8][c:9](-[c:12]3[cH:13][cH:14][c:15]([O:18][CH3:19])[cH:16][cH:17]3)[o:10][c:11]12)[C:23]#[N:24].